This data is from the Open Reaction Database (ORD), a public repository of structured organic reaction records. The task is: describe an organic reaction: reactants, conditions, products, and yield Reactants: [Li+].C[Si](C)(C)[N-][Si](C)(C)C (LHMDS), [Br-].C1(CCCCC1)C[P+](C1=CC=CC=C1)(C1=CC=CC=C1)C1=CC=CC=C1 (cyclohexylmethyl-triphenyl-phosphonium bromide), C(C)OC(C(=O)C1=CC=C(C=C1)Br)=O ((4-bromo-phenyl)-oxo-acetic acid ethyl ester), Cl (HCl). The solvent is C1CCOC1 (THF), C1CCOC1 (THF), C1CCOC1 (THF), O (water). Reaction conditions: temperature 0 celsius, time 1 hour. Yields the product C(C)OC(C(=CC1CCCCC1)C1=CC=C(C=C1)Br)=O (2-(4-Bromo-phenyl)-3-cyclohexyl-acrylic acid ethyl ester). RXN SMILES: [Li+].C[Si]([N-][Si](C)(C)C)(C)C.[Br-].[CH:12]1([CH2:18][P+](C2C=CC=CC=2)(C2C=CC=CC=2)C2C=CC=CC=2)[CH2:17][CH2:16][CH2:15][CH2:14][CH2:13]1.[CH2:38]([O:40][C:41](=[O:51])[C:42]([C:44]1[CH:49]=[CH:48][C:47]([Br:50])=[CH:46][CH:45]=1)=O)[CH3:39].Cl>C1COCC1.O>[CH2:38]([O:40][C:41](=[O:51])[C:42]([C:44]1[CH:49]=[CH:48][C:47]([Br:50])=[CH:46][CH:45]=1)=[CH:18][CH:12]1[CH2:17][CH2:16][CH2:15][CH2:14][CH2:13]1)[CH3:39] |f:0.1,2.3|. Reported procedure: Add LHMDS in THF (451 mL, 1.0 M, 451 mmol) to a slurry of cyclohexylmethyl-triphenyl-phosphonium bromide (207.5 g, 472 mmol) in THF (500 mL) maintained at 0 ° C. and stir the mixture for 1 h. Dissolve (4-bromo-phenyl)-oxo-acetic acid ethyl ester (prepared as described by Hu, Shengkui; Neckers, Douglas C. J. Org. Chem. 1996, 61, 6407-6415.) in THF (40 mL) and add the resulting solution to the reaction mixture. Stir the reaction mixture for 60 h at room temperature. Dilute the mixture with water a... Reactants: C(CCCCCCC)OC1CCC(N1)=O (5-n-octyloxy-pyrrolidin-2-one), [OH-].[K+] (potassium hydroxide), C(C1=CC=CC=C1)Br (benzyl bromide). Reagents/catalysts: [Br-].C(CCC)[N+](CCCC)(CCCC)CCCC (tetra-n-butylammonium bromide). Run in O1CCCC1 (tetrahydrofuran), O1CCCC1 (tetrahydrofuran). Reaction conditions: time 2 hour. The product is C(C1=CC=CC=C1)N1C(CCC1OCCCCCCCC)=O (1-benzyl-2-oxo-5-n-octyloxy pyrrolidine). The yield is 70.5%. RXN SMILES: [CH2:1]([O:9][CH:10]1[NH:14][C:13](=[O:15])[CH2:12][CH2:11]1)[CH2:2][CH2:3][CH2:4][CH2:5][CH2:6][CH2:7][CH3:8].[OH-].[K+].[CH2:18](Br)[C:19]1[CH:24]=[CH:23][CH:22]=[CH:21][CH:20]=1>[Br-].C([N+](CCCC)(CCCC)CCCC)CCC.O1CCCC1>[CH2:18]([N:14]1[CH:10]([O:9][CH2:1][CH2:2][CH2:3][CH2:4][CH2:5][CH2:6][CH2:7][CH3:8])[CH2:11][CH2:12][C:13]1=[O:15])[C:19]1[CH:24]=[CH:23][CH:22]=[CH:21][CH:20]=1 |f:1.2,4.5|. Procedure: To a mixture of 2 g of 5-n-octyloxy-pyrrolidin-2-one, 0.65 g of potassium hydroxide at 85% and 0.2 g of tetra-n-butylammonium bromide in 40 cm3 of tetrahydrofuran, there is added a solution of 1.6 g of benzyl bromide in 5 cm3 of tetrahydrofuran, without exceeding 30° C. After agitating for 2 hours at ambient temperature, filtering and evaporating to dryness, the residue is chromatographed on alumina, (eluent: ethyl acetate--cyclo-hexane, 1--1), and 2 g of the expected product is obtained.